This data is from the Open Reaction Database (ORD), a public repository of structured organic reaction records. The task is: describe an organic reaction: reactants, conditions, products, and yield Reactants: C(=O)(O)[O-].[Na+] (NaHCO3), FC(C(=O)OC)(C=1C=C2C=CC=NC2=CC1)F (methyl 2,2-difluoro-2-(quinolin-6-yl)acetate), CC1=NSC(=C1)C1=CC=C(N=N1)NN (1-(6-(3-methylisothiazol-5-yl)pyridazin-3-yl)hydrazine), O.C1(=CC=C(C=C1)S(=O)(=O)O)C (p-toluenesulfonic acid monohydrate). The solvent is O1CCOCC1 (dioxane), CCOC(=O)C (EtOAc). Conditions: temperature 150 celsius. Product: FC(C=1C=C2C=CC=NC2=CC1)(C1=NN=C2N1N=C(C=C2)C2=CC(=NS2)C)F (6-(difluoro(6-(3-methylisothiazol-5-yl)-[1,2,4]triazolo[4,3-b]pyridazin-3-yl)methyl)quinoline). RXN SMILES: [F:1][C:2]([F:17])([C:7]1[CH:8]=[C:9]2[C:14](=[CH:15][CH:16]=1)[N:13]=[CH:12][CH:11]=[CH:10]2)[C:3](OC)=O.[CH3:18][C:19]1[CH:23]=[C:22]([C:24]2[N:29]=[N:28][C:27]([NH:30][NH2:31])=[CH:26][CH:25]=2)[S:21][N:20]=1.O.C1(C)C=CC(S(O)(=O)=O)=CC=1.C([O-])(O)=O.[Na+]>O1CCOCC1.CCOC(C)=O>[F:1][C:2]([F:17])([C:3]1[N:28]2[N:29]=[C:24]([C:22]3[S:21][N:20]=[C:19]([CH3:18])[CH:23]=3)[CH:25]=[CH:26][C:27]2=[N:30][N:31]=1)[C:7]1[CH:8]=[C:9]2[C:14](=[CH:15][CH:16]=1)[N:13]=[CH:12][CH:11]=[CH:10]2 |f:2.3,4.5|. Procedure details: A mixture of methyl 2,2-difluoro-2-(quinolin-6-yl)acetate (0.50 g, 2.1 mmol), 1-(6-(3-methylisothiazol-5-yl)pyridazin-3-yl)hydrazine (0.25 g, 1.2 mmol) and p-toluenesulfonic acid monohydrate (0.40 g, 2.1 mmol) in 5 mL of dioxane was heated at 150° C. for 1 hour in a microwave. The mixture was then diluted with 70 mL of EtOAc and 40 mL of satd. NaHCO3 solution. The organic phase was separated and washed with 40 mL of brine, dried over Na2SO4 and concentrated in vacuo. The residue was purified by ... Starting materials: ice water, ClC1=C(OCC(=O)OCC)C=CC=C1 (ethyl 2-chlorophenoxyacetate), C1(CCC(=O)O1)=O (succinic anhydride), [Cl-].[Cl-].[Cl-].[Al+3] (aluminum trichloride). Solvent: C(Cl)Cl (methylene chloride). The product is ClC=1C=C(C=CC1OCC(=O)OCC)C(CCC(=O)O)=O (4-[3-Chloro-4-(ethoxycarbonylmethoxy)phenyl]-4-oxobutyric acid). The yield is 75.8%. RXN SMILES: [Cl:1][C:2]1[CH:14]=[CH:13][CH:12]=[CH:11][C:3]=1[O:4][CH2:5][C:6]([O:8][CH2:9][CH3:10])=[O:7].[C:15]1(=[O:21])[O:20][C:18](=[O:19])[CH2:17][CH2:16]1.[Cl-].[Cl-].[Cl-].[Al+3]>C(Cl)Cl>[Cl:1][C:2]1[CH:14]=[C:13]([C:15](=[O:21])[CH2:16][CH2:17][C:18]([OH:20])=[O:19])[CH:12]=[CH:11][C:3]=1[O:4][CH2:5][C:6]([O:8][CH2:9][CH3:10])=[O:7] |f:2.3.4.5|. Procedure details: 12.9 g of ethyl 2-chlorophenoxyacetate (prepared as described in Preparation 1) and 6.00 g of succinic anhydride were dissolved in 70 ml of methylene chloride, and 25.2 g of aluminum trichloride were added thereto in small portions at 0°-5° C., with stirring. The mixture was then stirred at room temperature for 3 hours, poured into ice-water and then extracted with ethyl acetate. The extract was washed with water and dried. The solvent was distilled off in vacuo and the resulting precipitate was...